This data is from the Open Reaction Database (ORD), a public repository of structured organic reaction records. The task is: describe an organic reaction: reactants, conditions, products, and yield Reactants: C(C)(C)(C)OC(=O)N1CCC(CC1)C1=CN=C(S1)C(C1=CC=CC=C1)=O (1-t-Butyloxycarbonyl-4-(2-benzoyl-thiazol-5-yl)piperidine), Cl (HCl). Run in CO (MeOH). Run at time 8 hour. Yields the product C(C1=CC=CC=C1)(=O)C=1SC(=CN1)C1CCNCC1 (4-(2-Benzoyl-thiazol-5-yl)piperidine). Isolated yield 111.9%. As a reaction SMILES: C(OC([N:8]1[CH2:13][CH2:12][CH:11]([C:14]2[S:18][C:17]([C:19](=[O:26])[C:20]3[CH:25]=[CH:24][CH:23]=[CH:22][CH:21]=3)=[N:16][CH:15]=2)[CH2:10][CH2:9]1)=O)(C)(C)C.Cl>CO>[C:19]([C:17]1[S:18][C:14]([CH:11]2[CH2:12][CH2:13][NH:8][CH2:9][CH2:10]2)=[CH:15][N:16]=1)(=[O:26])[C:20]1[CH:21]=[CH:22][CH:23]=[CH:24][CH:25]=1. Reported procedure: To 11 mg of 1-t-butyloxycarbonyl-4-(2-benzoyl-thiazol-5-yl)piperidine (step A) was added 1.5 ml of saturated HCl in MeOH. The reaction was stirred at room temperature overnight. The solvent was evaporated under reduced pressure to give 9 mg of the title compound. Reactants: CC(C)CN(Cc1scnc1Cl)C1CCN(C(=O)OC(C)(C)C)CC1, ClCCl, [Na+], [OH-], O=C(O)C(F)(F)F. The product is CC(C)CN(Cc1scnc1Cl)C1CCNCC1. RXN SMILES: [C:1]([O:2][C:3](=[O:4])[N:8]1[CH2:9][CH2:10][CH:11]([N:14]([CH2:15][CH:16]([CH3:17])[CH3:18])[CH2:19][c:20]2[c:21]([Cl:25])[n:22][cH:23][s:24]2)[CH2:12][CH2:13]1)([CH3:5])([CH3:6])[CH3:7].[Cl:35][CH2:36][Cl:37].[Na+:34].[OH-:33].[OH:26][C:27]([C:28]([F:29])([F:30])[F:31])=[O:32]>>[NH:8]1[CH2:9][CH2:10][CH:11]([N:14]([CH2:15][CH:16]([CH3:17])[CH3:18])[CH2:19][c:20]2[c:21]([Cl:25])[n:22][cH:23][s:24]2)[CH2:12][CH2:13]1. The reactants are CC(C)N, CCN=C=NCCCN(C)C, CN(C)C=O, CC(C)(O)c1ccc(C(=O)Nc2cc(N3CCCC(C(=O)O)C3)n3nccc3n2)cc1, On1nnc2ccccc21. The product is CC(C)NC(=O)C1CCCN(c2cc(NC(=O)c3ccc(C(C)(C)O)cc3)nc3ccnn23)C1. As a reaction SMILES: [CH3:32][CH:33]([CH3:34])[NH2:35].[CH3:36][CH2:37][N:38]=[C:39]=[N:40][CH2:41][CH2:42][CH2:43][N:44]([CH3:45])[CH3:46].[O:57]=[CH:58][N:59]([CH3:60])[CH3:61].[OH:1][C:2]([CH3:3])([CH3:4])[c:5]1[cH:6][cH:7][c:8]([C:9](=[O:10])[NH:11][c:12]2[n:13][c:14]3[n:15]([c:16]([N:18]4[CH2:19][CH:20]([C:24](=[O:25])[OH:26])[CH2:21][CH2:22][CH2:23]4)[cH:17]2)[n:27][cH:28][cH:29]3)[cH:30][cH:31]1.[OH:47][n:48]1[c:49]2[c:50]([cH:51][cH:52][cH:53][cH:54]2)[n:55][n:56]1>>[OH:1][C:2]([CH3:3])([CH3:4])[c:5]1[cH:6][cH:7][c:8]([C:9](=[O:10])[NH:11][c:12]2[n:13][c:14]3[n:15]([c:16]([N:18]4[CH2:19][CH:20]([C:24](=[O:26])[NH:35][CH:33]([CH3:32])[CH3:34])[CH2:21][CH2:22][CH2:23]4)[cH:17]2)[n:27][cH:28][cH:29]3)[cH:30][cH:31]1.